This data is from the Open Reaction Database (ORD), a public repository of structured organic reaction records. The task is: describe an organic reaction: reactants, conditions, products, and yield Reactants: CN1C(=NC2=C1C=CC=C2)NCCNC(C)=O (N-[2-[(1-methyl-1H-benzimidazol-2-yl)amino]ethyl]acetamide), Cl (HCl). Solvent: CO (MeOH). Yields the product NCCNC1=NC2=C(N1C)C=CC=C2 (2-[N-(2-Aminoethyl)amino]-1-methyl-1H-benzimidazole). Yield: 77.4%. Reaction SMILES: [CH3:1][N:2]1[C:6]2[CH:7]=[CH:8][CH:9]=[CH:10][C:5]=2[N:4]=[C:3]1[NH:11][CH2:12][CH2:13][NH:14]C(=O)C.Cl>CO>[NH2:14][CH2:13][CH2:12][NH:11][C:3]1[N:2]([CH3:1])[C:6]2[CH:7]=[CH:8][CH:9]=[CH:10][C:5]=2[N:4]=1. Procedure details: A mixture of N-[2-[(1-methyl-1H-benzimidazol-2-yl)amino]ethyl]acetamide (2.32 g, 9.98 mmol), 2N HCl (20 mL), and MeOH (20 mL) was heated under reflux for 20 hours. The mixture was concentrated, diluted with H2O, made basic (pH9) with 2.5N NaOH, and extracted with EtOAc. The combined extracts were dried and concentrated to give a brown oil. Purification by flash chromatography (eluent 10% MeOH/CH2Cl2) gave a yellow oil 1.47 g (77%). Starting materials: BrCCS(=O)(=O)[O-].[Na+] (Sodium 2-bromoethane sulfonate), NC(=S)N (thiourea). The product is 2-S, C(C)S(=O)(=O)[O-].[NH2+]=C(S)N (thiouronium-ethan sulfonate). RXN SMILES: Br[CH2:2][CH2:3][S:4]([O-:7])(=[O:6])=[O:5].[Na+].[NH2:9][C:10]([NH2:12])=[S:11]>>[CH2:3]([S:4]([O-:7])(=[O:6])=[O:5])[CH3:2].[NH2+:9]=[C:10]([NH2:12])[SH:11] |f:0.1,3.4|. Procedure details: Sodium 2-bromoethane sulfonate is allowed to react under carefully controlled conditions with thiourea to yield 2-S thiouronium-ethan sulfonate. This compound is then recrystallized from an aqueous solution as a hard-white-crystalline solid. Reactants: COC(CNCCC\C=C\CCCCC)OC (2-(trans-Dec-4-en-1-ylamino)acetaldehyde dimethyl acetal), C(C)(C)N(CC)C(C)C (diisopropylethyl amine), C(=O)(OCC1C2=CC=CC=C2C2=CC=CC=C12)Cl (FMOC-Cl), OS(=O)(=O)[O-].[K+] (KHSO4). The solvent is ClCCl (dichloromethane). Conditions: time 3 hour. Product: COC(CN(C(=O)OCC1C2=CC=CC=C2C2=CC=CC=C12)CCC\C=C\CCCCC)OC (N-Fmoc-2-(trans-dec-4-en-1-ylamino)acetaldehyde dimethyl acetal). The yield is 80.1%. Reaction SMILES: [CH3:1][O:2][CH:3]([O:16][CH3:17])[CH2:4][NH:5][CH2:6][CH2:7][CH2:8]/[CH:9]=[CH:10]/[CH2:11][CH2:12][CH2:13][CH2:14][CH3:15].C(N(C(C)C)CC)(C)C.[C:27](Cl)([O:29][CH2:30][CH:31]1[C:43]2[C:38](=[CH:39][CH:40]=[CH:41][CH:42]=2)[C:37]2[C:32]1=[CH:33][CH:34]=[CH:35][CH:36]=2)=[O:28].OS([O-])(=O)=O.[K+]>ClCCl>[CH3:17][O:16][CH:3]([O:2][CH3:1])[CH2:4][N:5]([CH2:6][CH2:7][CH2:8]/[CH:9]=[CH:10]/[CH2:11][CH2:12][CH2:13][CH2:14][CH3:15])[C:27]([O:29][CH2:30][CH:31]1[C:32]2[C:37](=[CH:36][CH:35]=[CH:34][CH:33]=2)[C:38]2[C:43]1=[CH:42][CH:41]=[CH:40][CH:39]=2)=[O:28] |f:3.4|. Reported procedure: 2-(trans-Dec-4-en-1-ylamino)acetaldehyde dimethyl acetal (10.5 g, 43.2 mmol) was mixed with dichloromethane (300 mL) and 7.5 mL (43.2 mmol) diisopropylethyl amine and 11.2 g (43.2 mmol) of FMOC-Cl was added portionwise. The reaction was stirred at room temperature for 3 hours and then poured into a solution of 10% KHSO4 (200 mL). The organic layer was washed with water (200 mL), dried over MgSO4, and concentrated under reduced pressure. The resulting oil was chromatographed on silica gel in 10% ... Reported procedure: A solution of 3-[3-(5H-pyrrolo[2,3-b]pyrazin-6-yl)-indol-1-yl]-propan-1-ol [12 g, Example 2(a)] and carbon tetrabromide (19.1 g) in dichloromethane (300 mL) at ambient temperature was treated with a solution of triphenylphosphine (12.9 g) in dichloromethane (100 mL) over 5 minutes. After stirring at ambient temperature for 3 hour the reaction mixture was filtered and the solid was washed with sparing amounts of dichloromethane. The filtrate and washings were evaporated to yield a brown gum, whic... The reactants are N1=C2C(=NC=C1)NC(=C2)C2=CN(C1=CC=CC=C21)CCCO (3-[3-(5H-pyrrolo[2,3-b]pyrazin-6-yl)-indol-1-yl]-propan-1-ol), C(Br)(Br)(Br)Br (carbon tetrabromide), C1(=CC=CC=C1)P(C1=CC=CC=C1)C1=CC=CC=C1 (triphenylphosphine), N (ammonia), N (ammonia). Reaction SMILES: [N:1]1[CH:6]=[CH:5][N:4]=[C:3]2[NH:7][C:8]([C:10]3[C:18]4[C:13](=[CH:14][CH:15]=[CH:16][CH:17]=4)[N:12]([CH2:19][CH2:20][CH2:21]O)[CH:11]=3)=[CH:9][C:2]=12.C(Br)(Br)(Br)Br.C1(P(C2C=CC=CC=2)C2C=CC=CC=2)C=CC=CC=1.[NH3:47]>ClCCl>[N:1]1[CH:6]=[CH:5][N:4]=[C:3]2[NH:7][C:8]([C:10]3[C:18]4[C:13](=[CH:14][CH:15]=[CH:16][CH:17]=4)[N:12]([CH2:19][CH2:20][CH2:21][NH2:47])[CH:11]=3)=[CH:9][C:2]=12. The solvent is ClCCl (dichloromethane), ClCCl (dichloromethane). The product is N1=C2C(=NC=C1)NC(=C2)C2=CN(C1=CC=CC=C21)CCCN (3-[3-(5H-Pyrrolo[2,3-b]pyrazin-6-yl)-indol-1-yl]-propylamine). Reaction conditions: time 3 hour. Starting materials: ClC=1C=C(C=CC1Cl)C1CN(CCOC1CI)C(=O)OC(C)(C)C (tert-butyl (6SR,7RS)-6-(3,4-dichlorophenyl)-7-(iodomethyl)-1,4-oxazepane-4-carboxylate), C([O-])([O-])=O.[K+].[K+] (potassium carbonate), C(C)(=O)NC1CCNCC1 (4-acetamidopiperidine), O (Water). Solvent: CN(C)C=O (DMF). Conditions: temperature 80 celsius, time 8 hour. Yields the product C(C)(=O)NC1CCN(CC1)CC1C(CN(CCO1)C(=O)OC(C)(C)C)C1=CC(=C(C=C1)Cl)Cl (tert-butyl (6SR,7RS)-7-{[4-(acetylamino)piperidin-1-yl]methyl}-6-(3,4-dichlorophenyl)-1,4-oxazepane-4-carboxylate). Isolated yield 61.5%. RXN SMILES: [Cl:1][C:2]1[CH:3]=[C:4]([CH:9]2[CH:15]([CH2:16]I)[O:14][CH2:13][CH2:12][N:11]([C:18]([O:20][C:21]([CH3:24])([CH3:23])[CH3:22])=[O:19])[CH2:10]2)[CH:5]=[CH:6][C:7]=1[Cl:8].C(=O)([O-])[O-].[K+].[K+].[C:31]([NH:34][CH:35]1[CH2:40][CH2:39][NH:38][CH2:37][CH2:36]1)(=[O:33])[CH3:32].O>CN(C=O)C>[C:31]([NH:34][CH:35]1[CH2:40][CH2:39][N:38]([CH2:16][CH:15]2[O:14][CH2:13][CH2:12][N:11]([C:18]([O:20][C:21]([CH3:24])([CH3:23])[CH3:22])=[O:19])[CH2:10][CH:9]2[C:4]2[CH:5]=[CH:6][C:7]([Cl:8])=[C:2]([Cl:1])[CH:3]=2)[CH2:37][CH2:36]1)(=[O:33])[CH3:32] |f:1.2.3|. Procedure: To a solution of tert-butyl (6SR,7RS)-6-(3,4-dichlorophenyl)-7-(iodomethyl)-1,4-oxazepane-4-carboxylate (300 mg) in DMF (5 mL) were added potassium carbonate (260 mg) and 4-acetamidopiperidine (130 mg), and the mixture was stirred at 80° C. overnight. Water was added to the reaction mixture, and the mixture was extracted with ethyl acetate. The extract was washed with brine, and dried over anhydrous sodium sulfate. The solvent was evaporated under reduced pressure. The residue was purified by si... The reactants are CO, COc1ccc2nc(N)c([N+](=O)[O-])cc2c1, C1CCOC1. The product is COc1ccc2nc(N)c(N)cc2c1. Reaction SMILES: [CH3:22][OH:23].[NH2:1][c:2]1[n:3][c:4]2[cH:5][cH:6][c:7]([O:15][CH3:16])[cH:8][c:9]2[cH:10][c:11]1[N+:12]([O-:13])=[O:14].[O:17]1[CH2:18][CH2:19][CH2:20][CH2:21]1>>[NH2:1][c:2]1[n:3][c:4]2[cH:5][cH:6][c:7]([O:15][CH3:16])[cH:8][c:9]2[cH:10][c:11]1[NH2:12]. Starting materials: C, CO, c1ccc(COc2ccc(-c3cnc(OC4CCN(C5CCCC5)CC4)nc3)cn2)cc1, [H][H], [Pd]. Product: O=c1ccc(-c2cnc(OC3CCN(C4CCCC4)CC3)nc2)c[nH]1. As a reaction SMILES: [C:35].[CH3:37][OH:38].[CH:1]1([N:6]2[CH2:7][CH2:8][CH:9]([O:12][c:13]3[n:14][cH:15][c:16](-[c:19]4[cH:20][cH:21][c:22]([O:25][CH2:26][c:27]5[cH:28][cH:29][cH:30][cH:31][cH:32]5)[n:23][cH:24]4)[cH:17][n:18]3)[CH2:10][CH2:11]2)[CH2:2][CH2:3][CH2:4][CH2:5]1.[H:33][H:34].[Pd:36]>>[CH:1]1([N:6]2[CH2:7][CH2:8][CH:9]([O:12][c:13]3[n:14][cH:15][c:16](-[c:19]4[cH:20][cH:21][c:22](=[O:25])[nH:23][cH:24]4)[cH:17][n:18]3)[CH2:10][CH2:11]2)[CH2:2][CH2:3][CH2:4][CH2:5]1.